From a dataset of the Open Reaction Database (ORD), a public repository of structured organic reaction records. describe an organic reaction: reactants, conditions, products, and yield Run at temperature 70 celsius, time 15 hour. Reactants: ClC1=C(N=C2C(=N1)C=NC=C2)N2CCC(CC2)OC2=C(C=C(C=C2)F)F (3-chloro-2-(4-(2,4-difluorophenoxyl)piperidin-1-yl)pyrido[3,4-b]pyrazine), C1(CCC1)N (cyclobutanamine), O.C(C)#N (water ACN). Yield: 78.0%. Reaction SMILES: Cl[C:2]1[N:7]=[C:6]2[CH:8]=[N:9][CH:10]=[CH:11][C:5]2=[N:4][C:3]=1[N:12]1[CH2:17][CH2:16][CH:15]([O:18][C:19]2[CH:24]=[CH:23][C:22]([F:25])=[CH:21][C:20]=2[F:26])[CH2:14][CH2:13]1.[CH:27]1([NH2:31])[CH2:30][CH2:29][CH2:28]1.O.C(#N)C>CN(C=O)C>[CH:27]1([NH:31][C:2]2[N:7]=[C:6]3[CH:8]=[N:9][CH:10]=[CH:11][C:5]3=[N:4][C:3]=2[N:12]2[CH2:17][CH2:16][CH:15]([O:18][C:19]3[CH:24]=[CH:23][C:22]([F:25])=[CH:21][C:20]=3[F:26])[CH2:14][CH2:13]2)[CH2:30][CH2:29][CH2:28]1 |f:2.3|. Procedure: To a solution of 3-chloro-2-(4-(2,4-difluorophenoxyl)piperidin-1-yl)pyrido[3,4-b]pyrazine (10 g, 26.5 mmol) in DMF (150 mL) was added cyclobutanamine (15.10 g, 212 mmol) at rt. Then the mixture was stirred at 70° C. for 15 h. After the reaction was done, the reaction mixture was poured into water/ACN (200 mL, 7:3). The suspension was filtered and rinsed with ACN to give the title compound (8.5 g, 78%). ESI-MS m/z [M+H]+ 412.1. Run in CN(C)C=O (DMF). Product: C1(CCC1)NC1=C(N=C2C(=N1)C=NC=C2)N2CCC(CC2)OC2=C(C=C(C=C2)F)F (N-cyclobutyl-2-(4-(2,4-difluorophenoxyl)piperidin-1-yl)pyrido[3,4-b]pyrazin-3-amine). Reactants: C=O (para-formaldehyde), C(C(C)C)OP(O)C1=CC=CC=C1 (benzenephosphonous acid isobutyl ester). The solvent is O (water). Run at time 1 hour. Product: C(C(C)C)OP(=O)(C1=CC=CC=C1)CO (hydroxymethyl-phenylphosphinic acid isobutylester). RXN SMILES: [CH2:1]=[O:2].[CH2:3]([O:7][P:8]([C:10]1[CH:15]=[CH:14][CH:13]=[CH:12][CH:11]=1)[OH:9])[CH:4]([CH3:6])[CH3:5]>O>[CH2:3]([O:7][P:8]([CH2:1][OH:2])([C:10]1[CH:15]=[CH:14][CH:13]=[CH:12][CH:11]=1)=[O:9])[CH:4]([CH3:6])[CH3:5]. Reported procedure: 15 g of para-formaldehyde are added, at 70°C and with vigorous agitation, to 100 g (0.505 mole) of benzenephosphonous acid isobutyl ester. Agitation is continued for 1 hour at 75°-90°C. The reaction mixture is then cooled, stirred with water, and the organic phase is separated. The aqueous phase is extracted 2 times with chloroform, and the extract is added to the organic phase. After drying with sodium sulfate, distillation is carried out in a water jet vacuum at an interior temperature of up t... Starting materials: FC(C=1C=C(C=C(C1)C(F)(F)F)[C@@H]1[C@@H](N(C(O1)=O)CC1=NC(=NC=C1B1OC(C(O1)(C)C)(C)C)SC)C)(F)F ((4S,5R)-5-[3,5-bis(trifluoromethyl)phenyl]-4-methyl-3-{[2-(methylsulfanyl)-5-(4,4,5,5-tetramethyl-1,3,2-dioxaborolan-2-yl)pyrimidin-4-yl]methyl}-1,3-oxazolidin-2-one), FC(C=1C=C(C=C(C1)C(F)(F)F)[C@@H]1[C@@H](N(C(O1)=O)CC1=NC(=NC=C1B1OC(C(O1)(C)C)(C)C)SC)C)(F)F ((4S,5R)-5-[3,5-bis(trifluoromethyl)phenyl]-4-methyl-3-{[2-(methylsulfanyl)-5-(4,4,5,5-tetramethyl-1,3,2-dioxaborolan-2-yl)pyrimidin-4-yl]methyl}-1,3-oxazolidin-2-one), BrC1=C(N=C(S1)C1=C(C=C(C(=O)O)C=C1)C)C(C)(C)C (4-(5-bromo-4-tert-butylthiazol-2-yl)-3-methylbenzoic acid), BrC1=C(N=C(S1)C1=C(C=C(C(=O)O)C=C1)C)C(C)(C)C (4-(5-bromo-4-tert-butylthiazol-2-yl)-3-methylbenzoic acid), P(=O)([O-])([O-])[O-].[K+].[K+].[K+] (potassium phosphate). Reagents/catalysts: C=1C=CC(=CC1)[P](C=2C=CC=CC2)(C=3C=CC=CC3)[Pd]([P](C=4C=CC=CC4)(C=5C=CC=CC5)C=6C=CC=CC6)([P](C=7C=CC=CC7)(C=8C=CC=CC8)C=9C=CC=CC9)[P](C=1C=CC=CC1)(C=1C=CC=CC1)C=1C=CC=CC1 (tetrakis(triphenylphosphine)palladium(0)). The solvent is C1CCOC1 (THF), O (water). Product: FC(C=1C=C(C=C(C1)C(F)(F)F)[C@@H]1[C@@H](N(C(O1)=O)CC1=NC(=NC=C1C1=C(N=C(S1)C1=C(C=C(C(=O)O)C=C1)C)C(C)(C)C)SC)C)(F)F (4-{5-[4-({(4S,5R)-5-[3,5-Bis(trifluoromethyl)phenyl]-4-methyl-2-oxo-1,3-oxazolidin-3-yl}methyl)-2-(methylsulfanyl)pyrimidin-5-yl]-4-tert-butyl-1,3-thiazol-2-yl}-3-methylbenzoic acid). Yield: 9.0%. As a reaction SMILES: [F:1][C:2]([F:39])([F:38])[C:3]1[CH:4]=[C:5]([C@H:13]2[O:17][C:16](=[O:18])[N:15]([CH2:19][C:20]3[C:25](B4OC(C)(C)C(C)(C)O4)=[CH:24][N:23]=[C:22]([S:35][CH3:36])[N:21]=3)[C@H:14]2[CH3:37])[CH:6]=[C:7]([C:9]([F:12])([F:11])[F:10])[CH:8]=1.Br[C:41]1[S:45][C:44]([C:46]2[CH:54]=[CH:53][C:49]([C:50]([OH:52])=[O:51])=[CH:48][C:47]=2[CH3:55])=[N:43][C:42]=1[C:56]([CH3:59])([CH3:58])[CH3:57].P([O-])([O-])([O-])=O.[K+].[K+].[K+]>C1COCC1.O.C1C=CC([P]([Pd]([P](C2C=CC=CC=2)(C2C=CC=CC=2)C2C=CC=CC=2)([P](C2C=CC=CC=2)(C2C=CC=CC=2)C2C=CC=CC=2)[P](C2C=CC=CC=2)(C2C=CC=CC=2)C2C=CC=CC=2)(C2C=CC=CC=2)C2C=CC=CC=2)=CC=1>[F:1][C:2]([F:39])([F:38])[C:3]1[CH:4]=[C:5]([C@H:13]2[O:17][C:16](=[O:18])[N:15]([CH2:19][C:20]3[C:25]([C:41]4[S:45][C:44]([C:46]5[CH:54]=[CH:53][C:49]([C:50]([OH:52])=[O:51])=[CH:48][C:47]=5[CH3:55])=[N:43][C:42]=4[C:56]([CH3:59])([CH3:58])[CH3:57])=[CH:24][N:23]=[C:22]([S:35][CH3:36])[N:21]=3)[C@H:14]2[CH3:37])[CH:6]=[C:7]([C:9]([F:10])([F:12])[F:11])[CH:8]=1 |f:2.3.4.5,^1:77,79,98,117|. Procedure details: To a solution of (4S,5R)-5-[3,5-bis(trifluoromethyl)phenyl]-4-methyl-3-{[2-(methylsulfanyl)-5-(4,4,5,5-tetramethyl-1,3,2-dioxaborolan-2-yl)pyrimidin-4-yl]methyl}-1,3-oxazolidin-2-one (INTERMEDIATE 21, 2.0 g, 3.46 m mol), 4-(5-bromo-4-tert-butylthiazol-2-yl)-3-methylbenzoic acid (INTERMEDIATE 41, 1.350 g, 3.81 mmol), potassium phosphate (8.18 mL, 1.27 M, 10.39 m mol) in THF (5 mL) and water (5.00 mL) was added tetrakis(triphenylphosphine)palladium(0) (0.400 g, 0.346 mmol). It was degassed, and re... Starting materials: ClC=1C(=NC=CC1)C1(CC(C1)(F)F)C(=O)OC(C)(C)C (tert-butyl 1-(3-chloropyridin-2-yl)-3,3-difluorocyclobutanecarboxylate), C(=O)(C(F)(F)F)O (TFA). Solvent: C(Cl)Cl (DCM). Run at temperature 90 celsius, time 18 hour. Yields the product ClC=1C(=NC=CC1)C1CC(C1)(F)F (3-chloro-2-(3,3-difluorocyclobutyl)pyridine). Isolated yield 80.7%. Reaction SMILES: [Cl:1][C:2]1[C:3]([C:8]2(C(OC(C)(C)C)=O)[CH2:11][C:10]([F:13])([F:12])[CH2:9]2)=[N:4][CH:5]=[CH:6][CH:7]=1.C(O)(C(F)(F)F)=O>C(Cl)Cl>[Cl:1][C:2]1[C:3]([CH:8]2[CH2:9][C:10]([F:13])([F:12])[CH2:11]2)=[N:4][CH:5]=[CH:6][CH:7]=1. Procedure details: To a solution of tert-butyl 1-(3-chloropyridin-2-yl)-3,3-difluorocyclobutanecarboxylate (Preparation 229, 500 mg, 1.65 mmol) in DCM (6.5 mL) was added TFA (0.50 mL, 6.6 mmol) at room temperature under N2. The resulting solution was stirred for 18 hours. The solvent was removed in vacuo and toluene (5 mL) was added. The resulting mixture was warmed up to 90° C. and stirred for 18 hours. The reaction mixture was cooled to room temperature and diluted with EtOAc and water. The organic phase was was... Starting materials: C(/C=C/CCl)Cl (1,4-dichlorobutene-2), C(CC(=O)OCC)(=O)OCC (diethyl malonate), polypropylene oxide, Pluronic, block copolymer, C1CO1 (ethylene oxide), solid, [OH-].[K+] (potassium hydroxide). The solvent is C(Cl)Cl (Methylene dichloride). The product is C(=C)C1C(C1)(C(=O)OCC)C(=O)OCC (diethyl 2-vinylcyclopropane-1,1-dicarboxylate). As a reaction SMILES: [C:1]([O:9][CH2:10][CH3:11])(=[O:8])[CH2:2][C:3]([O:5][CH2:6][CH3:7])=[O:4].C1OC1.[OH-].[K+].[CH2:17](Cl)/[CH:18]=[CH:19]/[CH2:20]Cl>C(Cl)Cl>[CH:18]([CH:19]1[CH2:20][C:2]1([C:3]([O:5][CH2:6][CH3:7])=[O:4])[C:1]([O:9][CH2:10][CH3:11])=[O:8])=[CH2:17] |f:2.3|. Procedure: To demonstrate the versatility of the process, 16 g (0.1 mol) diethyl malonate and 62.55 g of a block copolymer of ethylene oxide and polypropylene oxide having an average molecular weight of about 13,300 (Pluronic® 127) were charged to a reactor. Methylene dichloride (100 mls.) and 11.2 g solid potassium hydroxide (90%) were added and the mixture vigorously agitated while maintaining the temperature at or below 35° C. The 1,4-dichlorobutene-2 (12.4 g; 0.1 mol) was then added over a 5 minute per... Starting materials: FC1=CC=C(OC2=CC=C(C=C2)C2=NC(=CC(=N2)C(=O)OC(C)(C)C)N[C@H](C(=O)OC)C)C=C1 ((S)-tert-butyl 2-(4-(4-fluorophenoxy)phenyl)-6-((1-methoxy-1-oxopropan-2-yl)amino)pyrimidine-4-carboxylate), C(=O)(C(F)(F)F)O (TFA). The solvent is C(Cl)Cl (DCM). Run at time 3 day. The product is FC1=CC=C(OC2=CC=C(C=C2)C2=NC(=CC(=N2)C(=O)O)N[C@H](C(=O)OC)C)C=C1 ((S)-2-(4-(4-fluorophenoxy)phenyl)-6-((1-methoxy-1-oxopropan-2-yl)amino)pyrimidine-4-carboxylic acid), FC(C(=O)O)(F)F.FC1=CC=C(OC2=CC=C(C=C2)C2=NC(=CC(=N2)C(=O)O)N[C@H](C(=O)OC)C)C=C1 ((S)-2-(4-(4-fluorophenoxy)phenyl)-6-((1-methoxy-1-oxopropan-2-yl)amino) pyrimidine-4-carboxylic acid trifluoroacetic acid salt). The yield is 185.9%. Reaction SMILES: [F:1][C:2]1[CH:34]=[CH:33][C:5]([O:6][C:7]2[CH:12]=[CH:11][C:10]([C:13]3[N:18]=[C:17]([C:19]([O:21]C(C)(C)C)=[O:20])[CH:16]=[C:15]([NH:26][C@@H:27]([CH3:32])[C:28]([O:30][CH3:31])=[O:29])[N:14]=3)=[CH:9][CH:8]=2)=[CH:4][CH:3]=1.[C:35]([OH:41])([C:37]([F:40])([F:39])[F:38])=[O:36]>C(Cl)Cl>[F:1][C:2]1[CH:3]=[CH:4][C:5]([O:6][C:7]2[CH:8]=[CH:9][C:10]([C:13]3[N:18]=[C:17]([C:19]([OH:21])=[O:20])[CH:16]=[C:15]([NH:26][C@@H:27]([CH3:32])[C:28]([O:30][CH3:31])=[O:29])[N:14]=3)=[CH:11][CH:12]=2)=[CH:33][CH:34]=1.[F:38][C:37]([F:40])([F:39])[C:35]([OH:41])=[O:36].[F:1][C:2]1[CH:3]=[CH:4][C:5]([O:6][C:7]2[CH:8]=[CH:9][C:10]([C:13]3[N:18]=[C:17]([C:19]([OH:21])=[O:20])[CH:16]=[C:15]([NH:26][C@@H:27]([CH3:32])[C:28]([O:30][CH3:31])=[O:29])[N:14]=3)=[CH:11][CH:12]=2)=[CH:33][CH:34]=1 |f:4.5|. Procedure: To a solution of the (S)-tert-butyl 2-(4-(4-fluorophenoxy)phenyl)-6-((1-methoxy-1-oxopropan-2-yl)amino)pyrimidine-4-carboxylate (0.312 g, 0.667 mmol) in DCM (10 mL) was added TFA (5 mL, 67 mmol). After stirring for 3 days the reaction was evaporated in vacuo and the residue triturated with hexanes, filtered and dried under a stream of nitrogen to give (S)-2-(4-(4-fluorophenoxy)phenyl)-6-((1-methoxy-1-oxopropan-2-yl)amino)pyrimidine-4-carboxylic acid as the trifluoroacetic acid salt as a cream-co... Reactants: COc1ccc2cc3c(Cl)c(C#N)cnc3cc2c1, [H-], Nc1ccc(Cl)cc1Cl, [Na+], CN(C)C=O. The product is COc1ccc2cc3c(Nc4ccc(Cl)cc4Cl)c(C#N)cnc3cc2c1. Reaction SMILES: [Cl:12][c:13]1[c:14]([C:29]#[N:30])[cH:15][n:16][c:17]2[cH:18][c:19]3[c:20]([cH:21][c:22]12)[cH:23][cH:24][c:25]([O:27][CH3:28])[cH:26]3.[H-:10].[NH2:1][c:2]1[cH:3][cH:4][c:5]([Cl:6])[cH:7][c:8]1[Cl:9].[Na+:11].[O:31]=[CH:32][N:33]([CH3:34])[CH3:35]>>[NH:1]([c:2]1[cH:3][cH:4][c:5]([Cl:6])[cH:7][c:8]1[Cl:9])[c:13]1[c:14]([C:29]#[N:30])[cH:15][n:16][c:17]2[cH:18][c:19]3[c:20]([cH:21][c:22]12)[cH:23][cH:24][c:25]([O:27][CH3:28])[cH:26]3.